From a dataset of the Open Reaction Database (ORD), a public repository of structured organic reaction records. describe an organic reaction: reactants, conditions, products, and yield Solvent: C1CCOC1 (THF). As a reaction SMILES: [CH3:1][O:2][C:3](=[O:21])[C@H:4]([CH2:19][OH:20])[NH:5][C:6](=O)[C:7]1[CH:12]=[CH:11][C:10]([N+:13]([O-:15])=[O:14])=[C:9]([O:16][CH3:17])[CH:8]=1.CC[N+](S(N=C(OC)[O-])(=O)=O)(CC)CC>C1COCC1>[CH3:17][O:16][C:9]1[CH:8]=[C:7]([C:6]2[O:20][CH2:19][CH:4]([C:3]([O:2][CH3:1])=[O:21])[N:5]=2)[CH:12]=[CH:11][C:10]=1[N+:13]([O-:15])=[O:14]. Product: COC=1C=C(C=CC1[N+](=O)[O-])C=1OCC(N1)C(=O)OC (Methyl 2-(3-methoxy-4-nitrophenyl)-4,5-dihydro-1,3-oxazole-4-carboxylate). Yield: 74.3%. Starting materials: COC([C@@H](NC(C1=CC(=C(C=C1)[N+](=O)[O-])OC)=O)CO)=O (N-(3-Methoxy-4-nitrobenzoyl)serine methyl ester), CC[N+](CC)(CC)S(=O)(=O)N=C([O-])OC (Burgess reagent). Reported procedure: The same operation as in Example (97b) was performed using N-(3-methoxy-4-nitrobenzoyl)serine methyl ester obtained in Example (102a) (2.46 g, 8.26 mmol), the Burgess reagent (2.56 g, 10.7 mmol) and THF (50 mL). Purification by silica gel column chromatography (elution solvent: ethyl acetate/hexane=1/4, 1/2, 1/1, 1/2) gave 1.72 g of the title compound as a light yellow solid (74%). Reactants: CCN(C(C)C)C(C)C, C1COCCO1, CCOC(C)=O, CCOC(=O)C1=C(O)c2cc(Cl)ccc2C2(CCOCC2)C1=O, Cl, CC(C)(C)OC(=O)C(C)(C)N. Yields the product CC(C)(C)OC(=O)C(C)(C)NC(=O)C1=C(O)c2cc(Cl)ccc2C2(CCOCC2)C1=O. As a reaction SMILES: [CH2:24]([N:25]([CH:26]([CH3:27])[CH3:28])[CH:29]([CH3:30])[CH3:31])[CH3:32].[CH2:45]1[O:46][CH2:47][CH2:48][O:49][CH2:50]1.[CH3:51][CH2:52][O:53][C:54]([CH3:55])=[O:56].[Cl:1][c:2]1[cH:3][c:4]2[c:9]([cH:10][cH:11]1)[C:8]1([C:7](=[O:17])[C:6]([C:18](=[O:19])[O:20][CH2:21][CH3:22])=[C:5]2[OH:23])[CH2:12][CH2:13][O:14][CH2:15][CH2:16]1.[ClH:33].[NH2:34][C:35]([C:36](=[O:37])[O:38][C:39]([CH3:40])([CH3:41])[CH3:42])([CH3:43])[CH3:44]>>[Cl:1][c:2]1[cH:3][c:4]2[c:9]([cH:10][cH:11]1)[C:8]1([C:7](=[O:17])[C:6]([C:18](=[O:19])[NH:34][C:35]([C:36](=[O:37])[O:38][C:39]([CH3:40])([CH3:41])[CH3:42])([CH3:43])[CH3:44])=[C:5]2[OH:23])[CH2:12][CH2:13][O:14][CH2:15][CH2:16]1. The reactants are COC(C(CCO)N1CCN(CCC1=O)C(\C=C\C1=CC(=C(C=C1)Cl)Cl)=O)=O ((rac)-2-{4-[(E)-3-(3,4-dichloro-phenyl)-acryloyl]-7-oxo-[1,4]diazepan-1-yl}-4-hydroxy-butyric acid methyl ester), ClC=1C=C(C=CC1Cl)/C=C/C(=O)N1CCN(C(CC1)=O)C1C(OCC1)=O (1-[(E)-3-(3,4-dichloro-phenyl)-acryloyl]-4-(2-oxo-tetrahydro-furan-3-yl)-[1,4]diazepan-5-one), ClC=1C=C(C=CC1Cl)/C=C/C(=O)N1CCN(C(CC1)=O)C1C(OCC1)=O (1-[(E)-3-(3,4-dichloro-phenyl)-acryloyl]-4-(2-oxo-tetrahydro-furan-3-yl)-[1,4]diazepan-5-one), intermediate 6, N1CCCCC1 (piperidine). Procedure: In analogy to the procedure described in example 3, treatment of (rac)-2-{4-[(E)-3-(3,4-dichloro-phenyl)-acryloyl]-7-oxo-[1,4]diazepan-1-yl}-4-hydroxy-butyric acid methyl ester (with 50% of the lactone, 1-[(E)-3-(3,4-dichloro-phenyl)-acryloyl]-4-(2-oxo-tetrahydro-furan-3-yl)-[1,4]diazepan-5-one) (intermediate 6) in EtOH with piperidine for 1.5 days at 60° C. and 2 days at RT gave 43% of the titled compound as light yellow foam. MS: 482.2 (MH+, 2Cl). Product: ClC=1C=C(C=CC1Cl)/C=C/C(=O)N1CCN(C(CC1)=O)C(C(=O)N(C)C)CCO ((rac)-2-{4-[(E)-3-(3,4-Dichloro-phenyl)-acryloyl]-7-oxo-[1,4]diazepan-1-yl}-4-hydroxy-N,N-dimethyl-butyramide). Solvent: CCO (EtOH). RXN SMILES: CO[C:3](=[O:28])[CH:4]([N:8]1[C:14](=[O:15])[CH2:13][CH2:12][N:11]([C:16](=[O:27])/[CH:17]=[CH:18]/[C:19]2[CH:24]=[CH:23][C:22]([Cl:25])=[C:21]([Cl:26])[CH:20]=2)[CH2:10][CH2:9]1)[CH2:5][CH2:6][OH:7].ClC1C=C(/C=C/[C:39]([N:41]2CCC(=O)N(C3CCOC3=O)C[CH2:42]2)=O)C=CC=1Cl.N1CCCCC1>CCO>[Cl:26][C:21]1[CH:20]=[C:19](/[CH:18]=[CH:17]/[C:16]([N:11]2[CH2:12][CH2:13][C:14](=[O:15])[N:8]([CH:4]([CH2:5][CH2:6][OH:7])[C:3]([N:41]([CH3:42])[CH3:39])=[O:28])[CH2:9][CH2:10]2)=[O:27])[CH:24]=[CH:23][C:22]=1[Cl:25]. Isolated yield 43.0%. The reactants are C(CCCCC)C1(C2=CC(=CC=C2C=2C=CC(=CC12)B(O)O)B(O)O)CCCCCC (9,9-dihexyl-fluorene-2,7-diboronic acid), BrC=1C=CC(=NC1)C=1C=NC=CC1 (5-bromo-2,3′-bipyridine), P(=O)([O-])([O-])[O-].[K+].[K+].[K+] (tripotassium phosphate). Reagents/catalysts: C=1C=CC(=CC1)[P](C=2C=CC=CC2)(C=3C=CC=CC3)[Pd]([P](C=4C=CC=CC4)(C=5C=CC=CC5)C=6C=CC=CC6)([P](C=7C=CC=CC7)(C=8C=CC=CC8)C=9C=CC=CC9)[P](C=1C=CC=CC1)(C=1C=CC=CC1)C=1C=CC=CC1 (Pd(PPh3)4). The solvent is C1(=CC=CC=C1)C (toluene). The product is N1=C(C=CC(=C1)C1=CC=2C(C3=CC(=CC=C3C2C=C1)C=1C=CC(=NC1)C=1C=NC=CC1)(CCCCCC)CCCCCC)C=1C=NC=CC1 (2,7-bis(2,3′-bipyridine-5-yl)-9,9-dihexylfluorene). Isolated yield 32.8%. As a reaction SMILES: C([C:7]1([CH2:26]CCCCC)[C:19]2[CH:18]=[C:17](B(O)O)[CH:16]=C[C:14]=2[C:13]2[C:8]1=[CH:9][C:10](B(O)O)=[CH:11][CH:12]=2)CCCCC.Br[C:33]1[CH:34]=[CH:35][C:36]([C:39]2[CH:40]=[N:41][CH:42]=[CH:43][CH:44]=2)=[N:37][CH:38]=1.P([O-])([O-])([O-])=O.[K+].[K+].[K+]>C1C=CC([P]([Pd]([P](C2C=CC=CC=2)(C2C=CC=CC=2)C2C=CC=CC=2)([P](C2C=CC=CC=2)(C2C=CC=CC=2)C2C=CC=CC=2)[P](C2C=CC=CC=2)(C2C=CC=CC=2)C2C=CC=CC=2)(C2C=CC=CC=2)C2C=CC=CC=2)=CC=1.C1(C)C=CC=CC=1>[N:37]1[CH:38]=[C:33]([C:11]2[CH:10]=[CH:9][C:8]3[C:7]4[C:19](=[CH:18][C:17]([C:33]5[CH:34]=[CH:35][C:36]([C:39]6[CH:40]=[N:41][CH:42]=[CH:43][CH:44]=6)=[N:37][CH:38]=5)=[CH:16][CH:26]=4)[C:14]([CH2:26][CH2:7][CH2:8][CH2:9][CH2:10][CH3:11])([CH2:12][CH2:13][CH2:14][CH2:19][CH2:18][CH3:17])[C:13]=3[CH:12]=2)[CH:34]=[CH:35][C:36]=1[C:39]1[CH:40]=[N:41][CH:42]=[CH:43][CH:44]=1 |f:2.3.4.5,^1:56,58,77,96|. Reported procedure: Into a flask, 0.6 g of 9,9-dihexyl-fluorene-2,7-diboronic acid, 0.5 g of 5-bromo-2,3′-bipyridine, 115 mg of Pd(PPh3)4, 1.27 g of tripotassium phosphate, and 20 ml of toluene were put, and the solution was stirred at reflux temperature for 6.5 hours under argon atmosphere. After heating, the reaction liquid was cooled to room temperature, and washed by a saturated sodium chloride aqueous solution. The organic layer was concentrated in an evaporator, and the concentrates were purified by activated... Starting materials: c1ccc(COc2ccc(-c3c4c(nc5ccnn35)CCCCC4)cc2)cc1, Clc1c2c(nc3ccnn13)COC2, OB(O)c1ccc(OC2CCCCO2)cc1. The product is c1cc2nc3c(c(-c4ccc(OC5CCCCO5)cc4)n2n1)COC3. As a reaction SMILES: [CH2:1]([O:2][c:3]1[cH:4][cH:5][c:6](-[c:7]2[n:8]3[c:9]([n:10][c:11]4[c:17]2[CH2:16][CH2:15][CH2:14][CH2:13][CH2:12]4)[cH:18][cH:19][n:20]3)[cH:21][cH:22]1)[c:23]1[cH:24][cH:25][cH:26][cH:27][cH:28]1.[Cl:29][c:30]1[c:31]2[c:35]([n:36][c:37]3[cH:38][cH:39][n:40][n:41]13)[CH2:34][O:33][CH2:32]2.[O:42]1[CH:43]([O:48][c:49]2[cH:50][cH:51][c:52]([B:55]([OH:56])[OH:57])[cH:53][cH:54]2)[CH2:44][CH2:45][CH2:46][CH2:47]1>>[c:30]1(-[c:52]2[cH:51][cH:50][c:49]([O:48][CH:43]3[O:42][CH2:47][CH2:46][CH2:45][CH2:44]3)[cH:54][cH:53]2)[c:31]2[c:35]([n:36][c:37]3[cH:38][cH:39][n:40][n:41]13)[CH2:34][O:33][CH2:32]2. Starting materials: C(C(Br)(Br)Br)O (Tribromoethanol), ClC(=O)[O-] (chloroformate), C(=O)(Cl)Cl (phosgene), [N-]=[N+]=[N-].[Na+] (sodium azide). The product is N(=[N+]=[N-])C(=O)OCC(Br)(Br)Br (β,β,β-tribromoethyl azidoformate). Reaction SMILES: [CH2:1]([OH:6])[C:2]([Br:5])([Br:4])[Br:3].Cl[C:8]([O-:10])=O.C(Cl)(Cl)=O.[N-:15]=[N+:16]=[N-:17].[Na+]>>[N:15]([C:8]([O:6][CH2:1][C:2]([Br:5])([Br:4])[Br:3])=[O:10])=[N+:16]=[N-:17] |f:3.4|. Procedure details: Tribromoethanol (43.8 parts) was converted to the corresponding chloroformate by reaction with 40 parts of phosgene in the presence of a stoichiometric amount of base. The purified intermediate was reacted with an excess of sodium azide to produce the β,β,β-tribromoethyl azidoformate. Starting materials: [Cu]I, Cc1cc(I)ccc1OC(F)F, C#Cc1cccc(OCCC(F)F)c1, CN(C)C=O, Cl[Pd]Cl, c1ccc(P(c2ccccc2)c2ccccc2)cc1, c1ccc(P(c2ccccc2)c2ccccc2)cc1. The product is Cc1cc(C#Cc2cccc(OCCC(F)F)c2)ccc1OC(F)F. RXN SMILES: [Cu:68][I:69].[F:15][CH:16]([O:17][c:18]1[c:19]([CH3:25])[cH:20][c:21]([I:24])[cH:22][cH:23]1)[F:26].[F:1][CH:2]([CH2:3][CH2:4][O:5][c:6]1[cH:7][c:8]([C:12]#[CH:13])[cH:9][cH:10][cH:11]1)[F:14].[O:70]=[CH:71][N:72]([CH3:73])[CH3:74].[Pd:27]([Cl:28])[Cl:29].[c:30]1([P:31]([c:32]2[cH:33][cH:34][cH:35][cH:36][cH:37]2)[c:38]2[cH:39][cH:40][cH:41][cH:42][cH:43]2)[cH:44][cH:45][cH:46][cH:47][cH:48]1.[c:49]1([P:50]([c:51]2[cH:52][cH:53][cH:54][cH:55][cH:56]2)[c:57]2[cH:58][cH:59][cH:60][cH:61][cH:62]2)[cH:63][cH:64][cH:65][cH:66][cH:67]1>>[F:1][CH:2]([CH2:3][CH2:4][O:5][c:6]1[cH:7][c:8]([C:12]#[C:13][c:21]2[cH:20][c:19]([CH3:25])[c:18]([O:17][CH:16]([F:15])[F:26])[cH:23][cH:22]2)[cH:9][cH:10][cH:11]1)[F:14].